This data is from the Open Reaction Database (ORD), a public repository of structured organic reaction records. The task is: describe an organic reaction: reactants, conditions, products, and yield Starting materials: C[O-].[Na+] (sodium methoxide), C=CC(CCC)=O (1-hexen-3-one), [N+](=O)([O-])C (nitromethane). Run in CO (MeOH), CO (MeOH). Run at temperature -10 celsius. Product: [N+](=O)([O-])CCCC(CCC)=O (7-nitro-heptan-4-one). RXN SMILES: C[O-].[Na+].[CH2:4]=[CH:5][C:6](=[O:10])[CH2:7][CH2:8][CH3:9].[N+:11]([CH3:14])([O-:13])=[O:12]>CO>[N+:11]([CH2:14][CH2:4][CH2:5][C:6](=[O:10])[CH2:7][CH2:8][CH3:9])([O-:13])=[O:12] |f:0.1|. Procedure details: A solution of sodium methoxide in MeOH is added to a solution of 1-hexen-3-one and nitromethane in MeOH at −30° C. The reaction mixture is then warmed to −10° C. for 1.5 h, quenched with half saturated ammonium chloride solution, and then extracted with dichloromethane. The combined organics are dried over sodium sulfate concentrated and then stripped from toluene and MeOH to provide 7-nitro-heptan-4-one. Reaction conditions: temperature 40 celsius. As a reaction SMILES: S(=O)(=O)(O)O.[CH3:6][C:7]1([CH3:17])[C@H:12]2[CH2:13][C@@H:8]1[CH2:9][CH2:10][C@@H:11]2CC#N.[CH2:18]([OH:20])[CH3:19].[OH:21]S(O)(=O)=O>C(O)C.O>[CH3:6][C:7]1([CH3:17])[C@H:12]2[CH2:13][C@@H:8]1[CH2:9][CH2:10][C@@H:11]2[CH2:19][C:18]([OH:21])=[O:20] |f:2.3|. Run in C(C)O (ethanol), C(C)O (ethanol), O (water). Procedure details: Concentrated sulfuric acid (33 mL) was added drop wise to ethanol (120 mL) at 0° C. A solution of Example 21B (7.20 g, 44.1 mmol) in ethanol (20 mL) was added to the ethanol-H2SO4 mixture. The mixture was heated at reflux for 24 hours. TLC showed a 1/1 mixture of ethyl ester and acid. The mixture was diluted with water. Ethanol was evaporated under reduced pressure and the mixture was extracted with ether. The organic extracts were dried with magnesium sulfate, filtered, and concentrated. The re... The product is CC1([C@H]2CC[C@@H]([C@@H]1C2)CC(=O)O)C (2-((1S,2R,5S)-6,6-dimethylbicyclo[3.1.1]heptan-2-yl)acetic acid). Reactants: CC1([C@H]2CC[C@@H]([C@@H]1C2)CC#N)C (2-((1S,2R,5S)-6,6-dimethylbicyclo[3.1.1]heptan-2-yl)acetonitrile), C(C)O.OS(=O)(=O)O (ethanol H2SO4), ethyl ester, S(O)(O)(=O)=O (sulfuric acid). As a reaction SMILES: [NH2:1][C:2]([NH2:4])=[NH:3].[F:5][C:6]1[CH:15]=[C:14]([N:16]2[CH:20]=[CH:19][N:18]=[C:17]2[CH3:21])[C:13]([S:22]([CH3:25])(=[O:24])=[O:23])=[CH:12][C:7]=1[C:8](OC)=[O:9]>>[NH2:3][C:2]([NH2:4])=[N:1][C:8](=[O:9])[C:7]1[CH:12]=[C:13]([S:22]([CH3:25])(=[O:24])=[O:23])[C:14]([N:16]2[CH:20]=[CH:19][N:18]=[C:17]2[CH3:21])=[CH:15][C:6]=1[F:5]. The product is NC(=NC(C1=C(C=C(C(=C1)S(=O)(=O)C)N1C(=NC=C1)C)F)=O)N (N-diaminomethylene-2-fluoro-4- (2-methyl-1-imidazolyl) -5-methylsulfonylbenzamide). Procedure details: In analogy to Example 1, by reaction of guanidine with methyl 2-fluoro-4-(2-methyl-1-imidazolyl) -5-methylsulfonylbenzoate [obtainable by reacting 2-fluoro-4-chloro-5-methylsulfonylbenzoic acid with 2-methylimidazole followed by esterification] , N-diaminomethylene-2-fluoro-4- (2-methyl-1-imidazolyl) -5-methylsulfonylbenzamide is obtained. The reactants are NC(=N)N (guanidine), FC1=C(C(=O)OC)C=C(C(=C1)N1C(=NC=C1)C)S(=O)(=O)C (methyl 2-fluoro-4-(2-methyl-1-imidazolyl) -5-methylsulfonylbenzoate). The reactants are [Al+3], C1CCOC1, [H-], [H-], [H-], [H-], [Li+], CCOC(=O)C1CCCN(C(=O)OC(C)(C)C)CC1, [Na+], [Na+], O=S(=O)([O-])[O-], O. The product is CC(C)(C)OC(=O)N1CCCC(CO)CC1. As a reaction SMILES: [Al+3:21].[CH2:34]1[O:35][CH2:36][CH2:37][CH2:38]1.[H-:20].[H-:23].[H-:24].[H-:25].[Li+:22].[N:1]1([C:13](=[O:14])[O:15][C:16]([CH3:17])([CH3:18])[CH3:19])[CH2:2][CH2:3][CH:4]([C:8](=[O:9])[O:10][CH2:11][CH3:12])[CH2:5][CH2:6][CH2:7]1.[Na+:27].[Na+:28].[O-:29][S:30]([O-:31])(=[O:32])=[O:33].[OH2:26]>>[N:1]1([C:13](=[O:14])[O:15][C:16]([CH3:17])([CH3:18])[CH3:19])[CH2:2][CH2:3][CH:4]([CH2:8][OH:9])[CH2:5][CH2:6][CH2:7]1. Starting materials: ClCc1c(Cl)cncc1Cl, Nc1ncc(Cl)c(CO)c1Cl, O=S(Cl)Cl. The product is Nc1ncc(Cl)c(CCl)c1Cl. RXN SMILES: [Cl:16][c:17]1[cH:18][n:19][cH:20][c:21]([Cl:22])[c:23]1[CH2:24][Cl:25].[NH2:1][c:2]1[n:3][cH:4][c:5]([Cl:11])[c:6]([CH2:9][OH:10])[c:7]1[Cl:8].[S:12]([Cl:13])([Cl:14])=[O:15]>>[NH2:1][c:2]1[n:3][cH:4][c:5]([Cl:11])[c:6]([CH2:9][Cl:14])[c:7]1[Cl:8]. The reactants are ClCC(=O)OC\C=C(/C)\CCC=C(C)C (geranyl chloroacetate), C(CCCCCCCCCCCCCCCCC)(=O)NCCCN(C)C (N-octadecanoyl-N′,N′-dimethyl-1,3-diaminopropane), ClCC(=O)[O-] (chloroacetate). The solvent is C(Cl)(Cl)Cl (chloroform). Reaction conditions: temperature 25 celsius, time 5 minute. Yields the product [Cl-].C[N+](CCCNC(CCCCCCCCCCCCCCCCC)=O)(CC(=O)OC\C=C(/C)\CCC=C(C)C)C (N,N-dimethyl-N-geranyloxycarbonylmethyl-N-(3-(octadecanoylamino)propyl)ammonium chloride). Yield: 81.9%. RXN SMILES: [C:1]([NH:20][CH2:21][CH2:22][CH2:23][N:24]([CH3:26])[CH3:25])(=[O:19])[CH2:2][CH2:3][CH2:4][CH2:5][CH2:6][CH2:7][CH2:8][CH2:9][CH2:10][CH2:11][CH2:12][CH2:13][CH2:14][CH2:15][CH2:16][CH2:17][CH3:18].[Cl:27][CH2:28][C:29]([O:31][CH2:32]/[CH:33]=[C:34](/[CH2:36][CH2:37][CH:38]=[C:39]([CH3:41])[CH3:40])\[CH3:35])=[O:30].ClCC([O-])=O>C(Cl)(Cl)Cl>[Cl-:27].[CH3:26][N+:24]([CH3:25])([CH2:28][C:29]([O:31][CH2:32]/[CH:33]=[C:34](/[CH2:36][CH2:37][CH:38]=[C:39]([CH3:41])[CH3:40])\[CH3:35])=[O:30])[CH2:23][CH2:22][CH2:21][NH:20][C:1](=[O:19])[CH2:2][CH2:3][CH2:4][CH2:5][CH2:6][CH2:7][CH2:8][CH2:9][CH2:10][CH2:11][CH2:12][CH2:13][CH2:14][CH2:15][CH2:16][CH2:17][CH3:18] |f:4.5|. Reported procedure: A 36.86 g (0.100 mol) portion of N-octadecanoyl-N′,N′-dimethyl-1,3-diaminopropane and 100 ml of chloroform were put into a flask, and 23.30 g (0.101 mol) of geranyl chloroacetate was added thereto at 25° C. spending 5 minutes. The reaction mixture was stirred at 25° C. for 36 hours and then, after confirming by 1H-NMR that chloroacetate was mostly disappeared, the solvent was evaporated under a reduced pressure. The thus obtained viscous oil was dissolved in 200 ml of acetone and cooled to 5 to ... The reactants are CC(C)(C)[Si](C)(C)OC1CCCC(NCCc2ccc(Oc3ccc(C(N)=O)cn3)cc2)C1, C1CCOC1, CCCC[N+](CCCC)(CCCC)CCCC, [F-]. Product: NC(=O)c1ccc(Oc2ccc(CCNC3CCCC(O)C3)cc2)nc1. As a reaction SMILES: [C:1]([Si:2]([CH3:3])([CH3:4])[O:6][CH:7]1[CH2:8][CH:9]([NH:13][CH2:14][CH2:15][c:16]2[cH:17][cH:18][c:19]([O:20][c:21]3[n:22][cH:23][c:24]([C:25](=[O:26])[NH2:27])[cH:28][cH:29]3)[cH:30][cH:31]2)[CH2:10][CH2:11][CH2:12]1)([CH3:5])([CH3:32])[CH3:33].[CH2:52]1[O:53][CH2:54][CH2:55][CH2:56]1.[CH3:35][CH2:36][CH2:37][CH2:38][N+:39]([CH2:40][CH2:41][CH2:42][CH3:43])([CH2:44][CH2:45][CH2:46][CH3:47])[CH2:48][CH2:49][CH2:50][CH3:51].[F-:34]>>[OH:6][CH:7]1[CH2:8][CH:9]([NH:13][CH2:14][CH2:15][c:16]2[cH:17][cH:18][c:19]([O:20][c:21]3[n:22][cH:23][c:24]([C:25](=[O:26])[NH2:27])[cH:28][cH:29]3)[cH:30][cH:31]2)[CH2:10][CH2:11][CH2:12]1. Reactants: O (water), N=1C(=CN2C1C=CC=C2)C2=CC=C(C=C2)NC(C(F)(F)F)=O (N-[4-(Imidazo[1,2-a]pyridin-2-yl)-phenyl]-2,2,2-trifluoro-acetamide), CI (methyl iodide), [H-].[Na+] (NaH). The solvent is CN(C)C=O (DMF). Product: N=1C(=CN2C1C=CC=C2)C2=CC=C(C=C2)N(C(C(F)(F)F)=O)C (N-[4-(Imidazo[1,2-a]pyridin-2-yl)-phenyl]-N-methyl-2,2,2-trifluoro-acetamide). As a reaction SMILES: [N:1]1[C:2]([C:10]2[CH:15]=[CH:14][C:13]([NH:16][C:17](=[O:22])[C:18]([F:21])([F:20])[F:19])=[CH:12][CH:11]=2)=[CH:3][N:4]2[CH:9]=[CH:8][CH:7]=[CH:6][C:5]=12.[H-].[Na+].[CH3:25]I.O>CN(C=O)C>[N:1]1[C:2]([C:10]2[CH:11]=[CH:12][C:13]([N:16]([CH3:25])[C:17](=[O:22])[C:18]([F:19])([F:20])[F:21])=[CH:14][CH:15]=2)=[CH:3][N:4]2[CH:9]=[CH:8][CH:7]=[CH:6][C:5]=12 |f:1.2|. Reported procedure: 0.95 g (3.11 mmol) N-[4-(Imidazo[1,2-a]pyridin-2-yl)-phenyl]-2,2,2-trifluoro-acetamide (educt IV.2.c) is dissolved in 10 mL DMF. 0.14 g (3.73 mmol) NaH (60% in mineral oil) is added. Then 195 μL (3.11 mmol) methyl iodide is added and the mixture is stirred at RT over night. The mixture is poured into water. The precipitate is filtered off and dried in vacuo at 50° C. Reactants: [H-].[Na+] (Sodium hydride), O[C@@H]1C[C@H](N(C1)C(=O)OC(C)(C)C)C(=O)OC ((2S,4R)-1-tert-Butyl 2-methyl 4-hydroxypyrrolidine-1,2-dicarboxylate), C(C1=CC=CC=C1)Br (benzyl bromide). Solvent: CN(C=O)C (dimethylformamide), ClCCl (dichloromethane). Run at time 10 minute. Yields the product C(C1=CC=CC=C1)O[C@@H]1C[C@H](N(C1)C(=O)OC(C)(C)C)C(=O)OC ((2S,4R)-1-tert-Butyl 2-methyl 4-(benzyloxy)pyrrolidine-1,2-dicarboxylate). Yield: 108.5%. As a reaction SMILES: [OH:1][C@H:2]1[CH2:6][N:5]([C:7]([O:9][C:10]([CH3:13])([CH3:12])[CH3:11])=[O:8])[C@H:4]([C:14]([O:16][CH3:17])=[O:15])[CH2:3]1.[H-].[Na+].[CH2:20](Br)[C:21]1[CH:26]=[CH:25][CH:24]=[CH:23][CH:22]=1>CN(C)C=O.ClCCl>[CH2:20]([O:1][C@H:2]1[CH2:6][N:5]([C:7]([O:9][C:10]([CH3:11])([CH3:12])[CH3:13])=[O:8])[C@H:4]([C:14]([O:16][CH3:17])=[O:15])[CH2:3]1)[C:21]1[CH:26]=[CH:25][CH:24]=[CH:23][CH:22]=1 |f:1.2|. Reported procedure: (2S,4R)-1-tert-Butyl 2-methyl 4-hydroxypyrrolidine-1,2-dicarboxylate (2.65 g, 10.80 mmol) was dissolved in dimethylformamide (75 ml) and cooled in an ice bath. Sodium hydride (60% in hexanes, 0.57 g, 23.75 mmol) was added and stirred for 10 min. To this solution, benzyl bromide (1.39 ml, 11.69 mmol) dissolved in dichloromethane (9 ml) was dropwise added and the reaction mixture was overnight stirred at room temperature. The solvent was evaporated under reduced pressure and the residue redissolve...